The task is: describe an organic reaction: reactants, conditions, products, and yield. This data is from the Open Reaction Database (ORD), a public repository of structured organic reaction records. Starting materials: C(C=C)OCC1=C(C=CC=C1I)F (2-(Allyloxymethyl)-1-fluoro-3-iodobenzene). Solvent: CC#N (CH3CN), CCN(CC)CC (Et3N). Run at temperature 80 celsius. The product is FC=1C=CC=C2C(COCC12)=C (8-Fluoro-4-methylene-3,4-dihydro-1H-isochromene). Reaction SMILES: [CH2:1]([O:4][CH2:5][C:6]1[C:11](I)=[CH:10][CH:9]=[CH:8][C:7]=1[F:13])[CH:2]=[CH2:3]>CC#N.CCN(CC)CC>[F:13][C:7]1[CH:8]=[CH:9][CH:10]=[C:11]2[C:6]=1[CH2:5][O:4][CH2:1][C:2]2=[CH2:3]. Reported procedure: 2-(Allyloxymethyl)-1-fluoro-3-iodobenzene (1 g) was dissolved in 20 mL of CH3CN and 2.4 mL of Et3N. The reaction solution was vacuum degassed three times, followed by the addition of Pd(OAc)2 (37.6 mg) and PPh3 (89.8 mg). The resulting mixture was heated at 80° C. for 16 hours. The reaction mixture was cooled to room temperature and diluted with Et2O. The organic layer was washed with 1N HCl, 10% aqueous NaHCO3, brine, and then dried over Na2SO4. After filtration, the filtrate was concentrated t...